This data is from the Open Reaction Database (ORD), a public repository of structured organic reaction records. The task is: describe an organic reaction: reactants, conditions, products, and yield The reactants are BrCC1CC1, O=C([O-])[O-], O=Cc1ccc(O)cc1Cl, [K+], [K+], CN(C)C=O, O. Product: O=Cc1ccc(OCC2CC2)cc1Cl. Reaction SMILES: [Br:11][CH2:12][CH:13]1[CH2:14][CH2:15]1.[C:16](=[O:17])([O-:18])[O-:19].[Cl:1][c:2]1[c:3]([CH:4]=[O:5])[cH:6][cH:7][c:8]([OH:10])[cH:9]1.[K+:20].[K+:21].[O:22]=[CH:23][N:24]([CH3:25])[CH3:26].[OH2:27]>>[Cl:1][c:2]1[c:3]([CH:4]=[O:5])[cH:6][cH:7][c:8]([O:10][CH2:12][CH:13]2[CH2:14][CH2:15]2)[cH:9]1.